This data is from the Open Reaction Database (ORD), a public repository of structured organic reaction records. The task is: describe an organic reaction: reactants, conditions, products, and yield The reactants are CN1CCC(CC1)=O (1-methyl-4-piperidone), C(C)(=O)O (acetic acid), NC1=C(C=CC(=C1)Cl)N1C=CC=C1 (1-(2-amino-4-chloro-phenyl) pyrrole). Run in C(C)O (ethanol). The product is Cl.ClC=1C=C2NC3(CCN(CC3)C)C=3N(C2=CC1)C=CC3 (7-chloro-4,5-dihydro-1'-methylspiro-[pyrrolo (1,2-a)quinoxaline-4,4'-piperidine] hydrochloride). Reaction SMILES: [CH3:1][N:2]1[CH2:7][CH2:6][C:5](=O)[CH2:4][CH2:3]1.C(O)(=O)C.[NH2:13][C:14]1[CH:19]=[C:18]([Cl:20])[CH:17]=[CH:16][C:15]=1[N:21]1[CH:25]=[CH:24][CH:23]=[CH:22]1>C(O)C>[ClH:20].[Cl:20][C:18]1[CH:19]=[C:14]2[C:15](=[CH:16][CH:17]=1)[N:21]1[CH:22]=[CH:23][CH:24]=[C:25]1[C:5]1([CH2:6][CH2:7][N:2]([CH3:1])[CH2:3][CH2:4]1)[NH:13]2 |f:4.5|. Reported procedure: 1.7 g (0.016 mole) of 1-methyl-4-piperidone and 3 ml. of glacial acetic acid are added to a solution of 2.7 g (0.014 mole) of 1-(2-amino-4-chloro-phenyl) pyrrole, Example 13(b), in 50 ml. of absolute ethanol. The solution is refluxed for 36 hours and concentrated, and the residue dissolved in water. The aqueous solution is filtered, and the filtrate is basified. A solid precipitates, is filtered, and dried. The solid is dissolved in ether and ethereal-hydrogen chloride is added. The resulting pr... Reactants: Cc1ccc(Cl)[n+]([O-])c1, [Na+], [Na+], O=C([O-])[O-], O=[N+]([O-])O, O=S(=O)(O)O. The product is Cc1c[n+]([O-])c(Cl)cc1[N+](=O)[O-]. Reaction SMILES: [Cl:5][c:6]1[n+:7]([O-:13])[cH:8][c:9]([CH3:12])[cH:10][cH:11]1.[Na+:14].[Na+:15].[O-:16][C:17](=[O:18])[O-:19].[OH:1][N+:2]([O-:3])=[O:4].[S:20](=[O:21])(=[O:22])([OH:23])[OH:24]>>[O-:1][N+:2](=[O:4])[c:10]1[c:9]([CH3:12])[cH:8][n+:7]([O-:13])[c:6]([Cl:5])[cH:11]1.